Dataset: the Open Reaction Database (ORD), a public repository of structured organic reaction records. Task: describe an organic reaction: reactants, conditions, products, and yield Starting materials: OCCBr, O=C([O-])O, C1COCCO1, COc1ccc(F)c(F)c1C(=O)c1cnc(NC2CCC(NCCO)CC2)nc1N, [Na+]. The product is COc1ccc(F)c(F)c1C(=O)c1cnc(NC2CCC(N(CCO)CCO)CC2)nc1N. As a reaction SMILES: [Br:31][CH2:32][CH2:33][OH:34].[C:35](=[O:36])([OH:37])[O-:38].[CH2:40]1[O:41][CH2:42][CH2:43][O:44][CH2:45]1.[NH2:1][c:2]1[n:3][c:4]([NH:20][CH:21]2[CH2:22][CH2:23][CH:24]([NH:27][CH2:28][CH2:29][OH:30])[CH2:25][CH2:26]2)[n:5][cH:6][c:7]1[C:8](=[O:9])[c:10]1[c:11]([F:19])[c:12]([F:18])[cH:13][cH:14][c:15]1[O:16][CH3:17].[Na+:39]>>[NH2:1][c:2]1[n:3][c:4]([NH:20][CH:21]2[CH2:22][CH2:23][CH:24]([N:27]([CH2:28][CH2:29][OH:30])[CH2:32][CH2:33][OH:34])[CH2:25][CH2:26]2)[n:5][cH:6][c:7]1[C:8](=[O:9])[c:10]1[c:11]([F:19])[c:12]([F:18])[cH:13][cH:14][c:15]1[O:16][CH3:17]. Starting materials: C(C(=O)Cl)(=O)Cl (oxalyl chloride), ice, Cl.C(C)OC([C@@H](N)CC(C)C)=O (L-leucine ethyl ester hydrochloride), compound ( I ), compound ( II ), Cl (HCl). Solvent: C1(=CC=CC=C1)C (toluene), N1=CC=CC=C1 (pyridine), C1(=CC=CC=C1)C (toluene), N1=CC=CC=C1 (pyridine), C1(=CC=CC=C1)C (toluene), ClCCl.CO (dichloromethane methanol). Reaction conditions: temperature 10 celsius, time 1 hour. Product: C(C)OC([C@@H](N)CC(C)C)=O (L-leucine ethyl ester). Isolated yield 66.0%. Reaction SMILES: C(Cl)(=O)C(Cl)=O.Cl.[CH2:8]([O:10][C:11](=[O:18])[C@H:12]([CH2:14][CH:15]([CH3:17])[CH3:16])[NH2:13])[CH3:9].Cl>C1(C)C=CC=CC=1.N1C=CC=CC=1.ClCCl.CO>[CH2:8]([O:10][C:11](=[O:18])[C@H:12]([CH2:14][CH:15]([CH3:17])[CH3:16])[NH2:13])[CH3:9] |f:1.2,6.7|. Procedure: 2.14 g (6.77 mmoles) of compound (I) are dissolved in anhydrous toluene (34 ml) and pyridine (0.75 ml). The reaction is cooled to a temperature of 10° C. and, under vigorous stirring, a solution of oxalyl chloride (0.728 ml) in toluene (2 ml) is added. The reaction is maintained under stirring at a temperature of 10° C. for 1 hour. Then a suspension of L-leucine ethyl ester hydrochloride (6.6 g, 33.8 mmoles) in toluene (6 ml) and pyridine (2.71 ml) is added. The reaction is heated at a temperatu... Reactants: C(CO)(=O)[O-] (glycolate), C(CO)(=O)O (glycolic acid), NCP(O)(O)=O (aminomethylphosphonic acid), C(C(C)C)(=O)O (isobutyric acid), flavin mononucleotide, [OH-].[Na+] (NaOH). The solvent is solution. Reaction conditions: temperature 5 celsius, time 11.5 hour. Yields the product C(C=O)(=O)O (glyoxylic acid), C(C(=O)O)(=O)O (oxalic acid). RXN SMILES: [C:1]([OH:5])(=[O:4])[CH2:2][OH:3].NCP(=O)(O)O.C(O)(=[O:16])C(C)C.[OH-].[Na+].[C:20]([O-:24])(=[O:23])[CH2:21][OH:22]>>[C:1]([OH:5])(=[O:4])[CH:2]=[O:3].[C:21]([OH:16])(=[O:22])[C:20]([OH:24])=[O:23] |f:3.4|. Procedure: A 300-mL EZE-Seal stirred autoclave reactor (Autoclave Engineers) was charged with 100 mL of a solution containing glycolic acid (0.500M), aminomethylphosphonic acid (0.375M), isobutyric acid (0.100M, HPLC internal standard), and flavin mononucleotide (0.01 mM) at pH 8.3 (adjusted with 50% NaOH), and the solution cooled to 5° C. Frozen (-80° C.) Aspergillus nidulans FT17SYCSL/OL (26 g, 124 IU glycolate oxidase and 57,800 IU catalase) were allowed to thaw at 5° C., then washed with 2×100 mL of KH... Starting materials: CCO, O=C(O)C(F)(F)F, CS(=O)(=O)OCC1CN(C(=O)OCc2ccccc2)CC1N, [Na+], [OH-]. Product: O=C(OCc1ccccc1)N1CC2CNC2C1. RXN SMILES: [CH3:32][CH2:33][OH:34].[F:1][C:2]([F:3])([F:4])[C:5]([OH:6])=[O:7].[NH2:8][CH:9]1[CH2:10][N:11]([C:20](=[O:21])[O:22][CH2:23][c:24]2[cH:25][cH:26][cH:27][cH:28][cH:29]2)[CH2:12][CH:13]1[CH2:14][O:15][S:16]([CH3:17])(=[O:18])=[O:19].[Na+:31].[OH-:30]>>[NH:8]1[CH:9]2[CH2:10][N:11]([C:20](=[O:21])[O:22][CH2:23][c:24]3[cH:25][cH:26][cH:27][cH:28][cH:29]3)[CH2:12][CH:13]2[CH2:14]1. The reactants are BrC1=NC(=CC(=C1C#N)N)N (2-bromo-3-cyano-4,6-diaminopyridine), C1=CC=CC=C1 (benzene), [OH-].[Na+] (NaOH), CC(=O)[O-].[K+] (KOAc). Reagents/catalysts: [Pd] (Pd/C). Run in Cl (HCl), C1CCOC1.CO (THF MeOH), O (water). Conditions: time 7 day. Product: C(#N)C=1C=NC(=CC1N)N (3-cyano-4,6-diaminopyridine). The yield is 69.0%. RXN SMILES: Br[C:2]1[C:7]([C:8]#[N:9])=[C:6]([NH2:10])[CH:5]=[C:4]([NH2:11])[N:3]=1.CC([O-])=O.[K+].[OH-].[Na+].C1C=CC=CC=1>C1COCC1.CO.Cl.O.[Pd]>[C:8]([C:7]1[CH:2]=[N:3][C:4]([NH2:11])=[CH:5][C:6]=1[NH2:10])#[N:9] |f:1.2,3.4,6.7|. Reported procedure: Crude 2-bromo-3-cyano-4,6-diaminopyridine [(W. J. Middleton, U.S. Pat. No. 2,790,806 (Apr. 30, 1957), Du Pont; Chem. Abst. 51:P14829 (1957), see also next experimental] (15.1 g, 0.071 mole) is hydrogenated in THF/MeOH (200 mL, 2:1) containing KOAc (7.0 g, 0.071 mole) and 5% Pd/C (4 g) at 55 p.s.i. and 20° C. for 7 days. Filtration over celite, washing with THF/MeOH and removal of the solvent gives a solid, which is dissolved in dilute HCl and water. Adjustment of the solution pH to 10 (conc. NaO...